Dataset: the Open Reaction Database (ORD), a public repository of structured organic reaction records. Task: describe an organic reaction: reactants, conditions, products, and yield The reactants are C([O-])([O-])=O.[Cs+].[Cs+] (cesium carbonate), N[C@@H]1CC[C@H](CC1)C(=O)OCC (ethyl trans-4-aminocyclohexanecarboxylate), ClC1=NC=C(C(=N1)C1=CC=CC=C1)C1=CC=CC=C1 (2-chloro-4,5-diphenyl-pyrimidine). The solvent is C1(=CC=CC=C1)C (toluene). Conditions: time 30 minute. The product is C1(=CC=CC=C1)C1=NC(=NC=C1C1=CC=CC=C1)N[C@@H]1CC[C@H](CC1)C(=O)OCC (Ethyl trans-4-(4,5-diphenylpyrimidin-2-ylamino)cyclohexanecarboxylate). Isolated yield 34.7%. Reaction SMILES: C(=O)([O-])[O-].[Cs+].[Cs+].[NH2:7][C@H:8]1[CH2:13][CH2:12][C@H:11]([C:14]([O:16][CH2:17][CH3:18])=[O:15])[CH2:10][CH2:9]1.Cl[C:20]1[N:25]=[C:24]([C:26]2[CH:31]=[CH:30][CH:29]=[CH:28][CH:27]=2)[C:23]([C:32]2[CH:37]=[CH:36][CH:35]=[CH:34][CH:33]=2)=[CH:22][N:21]=1>C1(C)C=CC=CC=1>[C:26]1([C:24]2[C:23]([C:32]3[CH:33]=[CH:34][CH:35]=[CH:36][CH:37]=3)=[CH:22][N:21]=[C:20]([NH:7][C@H:8]3[CH2:9][CH2:10][C@H:11]([C:14]([O:16][CH2:17][CH3:18])=[O:15])[CH2:12][CH2:13]3)[N:25]=2)[CH:31]=[CH:30][CH:29]=[CH:28][CH:27]=1 |f:0.1.2|. Procedure: 550 mg (1.69 mmol) of cesium carbonate were added to a suspension of 175 mg (0.84 mmol) of ethyl trans-4-aminocyclohexanecarboxylate in 5 ml of toluene, and the mixture was stirred at room temperature. After 30 minutes, 150 mg (0.56 mmol) of 2-chloro-4,5-diphenyl-pyrimidine were added, and the mixture was stirred at 120° C. for 4 days. The solvent was removed in vacuo and the residue was partitioned between dichloromethane and water. The organic phase was dried and concentrated under high vacuum... Starting materials: CC1=CC=C(C=C1)S(=O)(=O)OC1CCC2(OCCO2)CC1 (1,4-dioxaspiro[4.5]dec-8-yl 4-methyl-1-benzenesulfonate), CC1=CC=C(C=C1)S(=O)(=O)OC1CCC2(OCCO2)CC1 (1,4-dioxaspiro[4.5]dec-8-yl 4-methyl-1-benzenesulfonate), O(C1=CC=CC=C1)C1=CC=C(C=C1)C1=NNC2=NC=NC(=C21)N (3-(4-phenoxyphenyl)-1H-pyrazolo[3,4-d]pyrimidin-4-amine), O(C1=CC=CC=C1)C1=CC=C(C=C1)C1=NNC2=NC=NC(=C21)N (3-(4-phenoxyphenyl)-1H-pyrazolo[3,4-d]pyrimidin-4-amine), [H-].[Na+] (sodium hydride). Reaction conditions: temperature 105 celsius, time 30 minute. The solvent is CC(=O)N(C)C (dimethylacetamide). As a reaction SMILES: [O:1]([C:8]1[CH:13]=[CH:12][C:11]([C:14]2[C:22]3[C:17](=[N:18][CH:19]=[N:20][C:21]=3[NH2:23])[NH:16][N:15]=2)=[CH:10][CH:9]=1)[C:2]1[CH:7]=[CH:6][CH:5]=[CH:4][CH:3]=1.[H-].[Na+].CC1C=CC(S(O[CH:37]2[CH2:46][CH2:45][C:40]3([O:44][CH2:43][CH2:42][O:41]3)[CH2:39][CH2:38]2)(=O)=O)=CC=1>CC(N(C)C)=O>[O:41]1[C:40]2([CH2:45][CH2:46][CH:37]([N:16]3[C:17]4=[N:18][CH:19]=[N:20][C:21]([NH2:23])=[C:22]4[C:14]([C:11]4[CH:12]=[CH:13][C:8]([O:1][C:2]5[CH:7]=[CH:6][CH:5]=[CH:4][CH:3]=5)=[CH:9][CH:10]=4)=[N:15]3)[CH2:38][CH2:39]2)[O:44][CH2:43][CH2:42]1 |f:1.2|. Reported procedure: 4-Amino-3-(4-phenoxyphenyl)-1H-pyrazolo[3,4-d]pyrimidine (Compound 15) (4.9 g) in 200 mL dry dimethylacetamide was treated under nitrogen with 60% sodium hydride (2.0 g) and stirred 30 minutes. 1,4-dioxaspiro[4.5]dec-8-yl 4-methyl-1-benzenesulfonate (Intermediate Y) (15 g) was added and the mixture heated at 105° C. for 42 hours. Evaporation in vacuo and treating with water gave solid which was collected and washed well with water then dried in air. The solid was boiled with diethyl ether (6×120... The product is O1CCOC12CCC(CC2)N2N=C(C=1C2=NC=NC1N)C1=CC=C(C=C1)OC1=CC=CC=C1 (1-(1,4-dioxaspiro[4.5]dec-8-yl)-3-(4-phenoxyphenyl)-1H-pyrazolo[3,4-d]pyrimidin-4-ylamine). Reactants: C[Si](C)(C)C#N, CC1=C(C=O)CCCC1, [I-], [I-], [Zn+2]. Product: CC1=C(C(O)C#N)CCCC1. As a reaction SMILES: [CH3:10][Si:11]([CH3:12])([CH3:13])[C:14]#[N:15].[CH3:1][C:2]1=[C:3]([CH:8]=[O:9])[CH2:4][CH2:5][CH2:6][CH2:7]1.[I-:16].[I-:18].[Zn+2:17]>>[CH3:1][C:2]1=[C:3]([CH:8]([OH:9])[C:14]#[N:15])[CH2:4][CH2:5][CH2:6][CH2:7]1. The reactants are CS(=O)(=O)C1=CC=C(C=C1)C(CCC(C)=O)=O (1-(4-methylsulfonylphenyl)-1,4-pentanedione), Cl.FC(C1=CC=C(N)C=C1)(F)F (4-(trifluoromethyl)aniline hydrochloride), C1(=CC=C(C=C1)S(=O)(=O)O)C (p-toluenesulfonic acid). Solvent: C1(=CC=CC=C1)C (toluene). Yields the product CC=1N(C(=CC1)C1=CC=C(C=C1)S(=O)(=O)C)C1=CC=C(C=C1)C(F)(F)F (2-methyl-5-[4-(methylsulfonyl)phenyl]-1-[4-(trifluoromethyl)phenyl]-1H-pyrrole). Yield: 78.4%. As a reaction SMILES: [CH3:1][S:2]([C:5]1[CH:10]=[CH:9][C:8]([C:11](=O)[CH2:12][CH2:13][C:14](=O)[CH3:15])=[CH:7][CH:6]=1)(=[O:4])=[O:3].Cl.[F:19][C:20]([F:29])([F:28])[C:21]1[CH:27]=[CH:26][C:24]([NH2:25])=[CH:23][CH:22]=1.C1(C)C=CC(S(O)(=O)=O)=CC=1>C1(C)C=CC=CC=1>[CH3:15][C:14]1[N:25]([C:24]2[CH:26]=[CH:27][C:21]([C:20]([F:19])([F:28])[F:29])=[CH:22][CH:23]=2)[C:11]([C:8]2[CH:9]=[CH:10][C:5]([S:2]([CH3:1])(=[O:4])=[O:3])=[CH:6][CH:7]=2)=[CH:12][CH:13]=1 |f:1.2|. Procedure details: A mixture of 1-(4-methylsulfonylphenyl)-1,4-pentanedione (Example 1, Step 2) (300 mg, 1.18 mmol), 4-(trifluoromethyl)aniline hydrochloride (257 mg, 1.3 mmol) and p-toluenesulfonic acid (30 mg) in toluene (80 ml) was heated to reflux for 20 hours. The reaction mixture was cooled, filtered and concentrated. The crude solid (560 mg) was purified by chromatography (silica gel, hexane/ethyl acetate, 7/3) to give 2-methyl-5-[4-(methylsulfonyl)phenyl]-1-[4-(trifluoromethyl)phenyl]-1H-pyrrole (351 mg, 7... The reactants are N[C@@]1([C@@H]([C@H](OC1)COC(C1=CC=CC=C1)(C1=CC=CC=C1)C1=CC=CC=C1)CO)C1=C(C(=C(C=C1)F)Cl)F (((2S,3R,4S)-4-amino-4-(3-chloro-2,4-difluorophenyl)-2-((trityloxy)methyl)tetrahydrofuran-3-yl)methanol), C(=O)[O-].[NH4+] (ammonium formate). Reagents/catalysts: [Pd] (palladium on carbon). Solvent: CO (MeOH). Run at time 8 hour. The product is N[C@@]1([C@@H]([C@H](OC1)COC(C1=CC=CC=C1)(C1=CC=CC=C1)C1=CC=CC=C1)CO)C1=C(C=C(C=C1)F)F (((2S,3R,4S)-4-Amino-4-(2,4-difluorophenyl)-2-((trityloxy)methyl) tetrahydrofuran-3-yl)methanol). Isolated yield 99.2%. Reaction SMILES: [NH2:1][C@@:2]1([C:30]2[CH:35]=[CH:34][C:33]([F:36])=[C:32](Cl)[C:31]=2[F:38])[CH2:6][O:5][C@H:4]([CH2:7][O:8][C:9]([C:22]2[CH:27]=[CH:26][CH:25]=[CH:24][CH:23]=2)([C:16]2[CH:21]=[CH:20][CH:19]=[CH:18][CH:17]=2)[C:10]2[CH:15]=[CH:14][CH:13]=[CH:12][CH:11]=2)[C@H:3]1[CH2:28][OH:29].C([O-])=O.[NH4+]>[Pd].CO>[NH2:1][C@@:2]1([C:30]2[CH:35]=[CH:34][C:33]([F:36])=[CH:32][C:31]=2[F:38])[CH2:6][O:5][C@H:4]([CH2:7][O:8][C:9]([C:16]2[CH:21]=[CH:20][CH:19]=[CH:18][CH:17]=2)([C:22]2[CH:27]=[CH:26][CH:25]=[CH:24][CH:23]=2)[C:10]2[CH:11]=[CH:12][CH:13]=[CH:14][CH:15]=2)[C@H:3]1[CH2:28][OH:29] |f:1.2|. Procedure details: A mixture of ((2S,3R,4S)-4-amino-4-(3-chloro-2,4-difluorophenyl)-2-((trityloxy)methyl)tetrahydrofuran-3-yl)methanol (4.49 g, 8.4 mmol), ammonium formate (3.2 g, 50 mmol) and 10% palladium on carbon (500 mg) in dry MeOH (40 mL) was stirred at RT under nitrogen overnight. The catalyst was removed by filtration through Celite®—washing with methanol. The filtrate was evaporated and the residue was partitioned between DCM (100 mL) and saturated aqueous NaHCO3 (50 mL). The layers were separated and th... The reactants are C(C)(C)(C)C1=NN=C(S1)NC(CC(=O)CBr)=O (N-(5-tert-butyl-1,3,4-thiadiazol-2-yl)-4-bromoacetoacetamide), C(C)O (ethanol), NC(=S)N (thiourea), C([O-])(O)=O.[Na+] (sodium bicarbonate). The solvent is O (water). Product: C(C)(C)(C)C1=NN=C(S1)NC(=O)CC=1N=C(SC1)N (4-(5-TERT-BUTYL-1,3,4-THIADIAZOL-2-YLCARBAMOYLMETHYL)-2-AMINOTHIAZOLE). The yield is 96.1%. RXN SMILES: [C:1]([C:5]1[S:9][C:8]([NH:10][C:11](=[O:17])[CH2:12][C:13]([CH2:15]Br)=O)=[N:7][N:6]=1)([CH3:4])([CH3:3])[CH3:2].C(O)C.[NH2:21][C:22]([NH2:24])=[S:23].C(=O)(O)[O-].[Na+]>O>[C:1]([C:5]1[S:9][C:8]([NH:10][C:11]([CH2:12][C:13]2[N:21]=[C:22]([NH2:24])[S:23][CH:15]=2)=[O:17])=[N:7][N:6]=1)([CH3:4])([CH3:3])[CH3:2] |f:3.4|. Procedure: A reaction mixture comprising 11.2 g (0.035 mole) of N-(5-tert-butyl-1,3,4-thiadiazol-2-yl)-4-bromoacetoacetamide, 200 ml of ethanol and 2.8 g (0.037 mole) of thiourea was refluxed for three hours. The reaction solution was cooled and added to 300 ml of water. With stirring, there was slowly added an excess of saturated aqueous sodium bicarbonate. The product was collected and dried. There was obtained 10 g (96.2%) of white solid, m.p. 226° (dec.). N.M.R. (dimethyl-d6 sulfoxide) ∂ 1.4 [C(CH3)3 ]...